Task: describe an organic reaction: reactants, conditions, products, and yield. Dataset: the Open Reaction Database (ORD), a public repository of structured organic reaction records The reactants are CCOC(C)=O, ClCCl, N#Cc1cc(S(=O)(=O)Cl)ccc1F, [Na+], O=C([O-])O, CC(C)CNCC(O)C(Cc1ccccc1)NC(=O)OC1COC2OCCC12. The product is CC(C)CN(CC(O)C(Cc1ccccc1)NC(=O)OC1COC2OCCC12)S(=O)(=O)c1ccc(F)c(C#N)c1. Reaction SMILES: [CH3:50][CH2:51][O:52][C:53](=[O:54])[CH3:55].[Cl:47][CH2:48][Cl:49].[F:29][c:30]1[c:31]([C:40]#[N:41])[cH:32][c:33]([S:36](=[O:37])(=[O:38])[Cl:39])[cH:34][cH:35]1.[Na+:46].[O-:42][C:43]([OH:44])=[O:45].[O:1]1[CH2:2][CH:3]([O:9][C:10]([NH:11][CH:12]([CH:13]([CH2:14][NH:15][CH2:16][CH:17]([CH3:18])[CH3:19])[OH:20])[CH2:21][c:22]2[cH:23][cH:24][cH:25][cH:26][cH:27]2)=[O:28])[CH:4]2[CH:5]1[O:6][CH2:7][CH2:8]2>>[O:1]1[CH2:2][CH:3]([O:9][C:10]([NH:11][CH:12]([CH:13]([CH2:14][N:15]([CH2:16][CH:17]([CH3:18])[CH3:19])[S:36]([c:33]2[cH:32][c:31]([C:40]#[N:41])[c:30]([F:29])[cH:35][cH:34]2)(=[O:37])=[O:38])[OH:20])[CH2:21][c:22]2[cH:23][cH:24][cH:25][cH:26][cH:27]2)=[O:28])[CH:4]2[CH:5]1[O:6][CH2:7][CH2:8]2. Reactants: [Na] (sodium), S1(NCCCC1)(=O)=O ([1,2]thiazinane 1,1-dioxide), COC(C1=CC(=NC(=C1)Cl)NC(C)CC)=O (2-sec-butylamino-6-chloro-isonicotinic acid methyl ester), C(C)(C)(C)P(C1=C(C=CC=C1)C1=CC=CC=C1)C(C)(C)C (2-(di-tert-butylphosphino)biphenyl). Reagents/catalysts: C=1C=CC(=CC1)/C=C/C(=O)/C=C/C2=CC=CC=C2.C=1C=CC(=CC1)/C=C/C(=O)/C=C/C2=CC=CC=C2.C=1C=CC(=CC1)/C=C/C(=O)/C=C/C2=CC=CC=C2.[Pd].[Pd] (tris(dibenzylideneacetone)dipalladium(0)). Run in C1(=CC=CC=C1)C (toluene). Reaction conditions: temperature 100 celsius, time 18 hour. Yields the product COC(C1=CC(=NC(=C1)N1S(CCCC1)(=O)=O)NC(C)CC)=O (2-sec-Butylamino-6-(1,1-dioxo-1λ6-[1,2]thiazinan-2-yl)-isonicotinic acid methyl ester). Isolated yield 37.8%. As a reaction SMILES: [CH3:1][O:2][C:3](=[O:16])[C:4]1[CH:9]=[C:8](Cl)[N:7]=[C:6]([NH:11][CH:12]([CH2:14][CH3:15])[CH3:13])[CH:5]=1.C(P(C(C)(C)C)C1C=CC=CC=1C1C=CC=CC=1)(C)(C)C.[Na].[S:39]1(=[O:46])(=[O:45])[CH2:44][CH2:43][CH2:42][CH2:41][NH:40]1>C1(C)C=CC=CC=1.C1C=CC(/C=C/C(/C=C/C2C=CC=CC=2)=O)=CC=1.C1C=CC(/C=C/C(/C=C/C2C=CC=CC=2)=O)=CC=1.C1C=CC(/C=C/C(/C=C/C2C=CC=CC=2)=O)=CC=1.[Pd].[Pd]>[CH3:1][O:2][C:3](=[O:16])[C:4]1[CH:9]=[C:8]([N:40]2[CH2:41][CH2:42][CH2:43][CH2:44][S:39]2(=[O:46])=[O:45])[N:7]=[C:6]([NH:11][CH:12]([CH2:14][CH3:15])[CH3:13])[CH:5]=1 |f:5.6.7.8.9,^1:37|. Reported procedure: Add 2-sec-butylamino-6-chloro-isonicotinic acid methyl ester (1.0 g, 4.13 mmol), tris(dibenzylideneacetone)dipalladium(0) (0.189 g, 0.207 mmol), 2-(di-tert-butylphosphino)biphenyl (0.123 g, 0.413 mmol) and the sodium salt of [1,2]thiazinane 1,1-dioxide (0.844 g, 5.37 mmol) in toluene (10 mL) to a sealed flask flushed with nitrogen. Heat and stir the sealed flask at 100° C. for 18 h. Cool to room temperature and filter through a bed of filtering agent, and wash with dichloromethane. Concentrate t... Reactants: C1CCOC1, [Li+], CCC(OC(=O)c1ccc([N+](=O)[O-])cc1)(c1cn(Cc2ccc3c(-c4cccc(F)c4)cc(=O)oc3c2)nn1)C(F)(F)F, [OH-]. Yields the product CCC(O)(c1cn(Cc2ccc3c(-c4cccc(F)c4)cc(=O)oc3c2)nn1)C(F)(F)F. Reaction SMILES: [CH2:46]1[O:47][CH2:48][CH2:49][CH2:50]1.[Li+:44].[N+:1]([c:2]1[cH:3][cH:4][c:5]([C:6](=[O:7])[O:10][C:11]([CH2:12][CH3:13])([C:14]([F:15])([F:16])[F:17])[c:18]2[n:19][n:20][n:21]([CH2:23][c:24]3[cH:25][cH:26][c:27]4[c:28](-[c:35]5[cH:36][c:37]([F:41])[cH:38][cH:39][cH:40]5)[cH:29][c:30](=[O:34])[o:31][c:32]4[cH:33]3)[cH:22]2)[cH:8][cH:9]1)([O-:42])=[O:43].[OH-:45]>>[OH:10][C:11]([CH2:12][CH3:13])([C:14]([F:15])([F:16])[F:17])[c:18]1[n:19][n:20][n:21]([CH2:23][c:24]2[cH:25][cH:26][c:27]3[c:28](-[c:35]4[cH:36][c:37]([F:41])[cH:38][cH:39][cH:40]4)[cH:29][c:30](=[O:34])[o:31][c:32]3[cH:33]2)[cH:22]1.